This data is from the Open Reaction Database (ORD), a public repository of structured organic reaction records. The task is: describe an organic reaction: reactants, conditions, products, and yield Reactants: C(#N)C(=CNNC1=C2C(=NC=C1C(=O)OCC)N(N=C2)CC)C(=O)OCC (4-[2-(2-cyano-3-ethoxy-3-oxo-1-propenyl)-hydrazino]-1-ethyl-1H-pyrazolo[3,4-b]pyridine-5-carboxylic acid, ethyl ester), O (water). Reagents/catalysts: [Cl-].[Zn+2].[Cl-] (zinc chloride). The solvent is C(C)(=O)O (acetic acid). Yields the product C(C)N1N=CC2=C1N=CC=1C(NC=3N(C12)N=CC3C(=O)OCC)=O (8-Ethyl-5,8-dihydro-5-oxo-4H-pyrazolo[1,5-a]pyrazolo-[4',3':5,6]pyrido[3,4-e]pyrimidine-3-carboxylic acid, ethyl ester). Reaction SMILES: [C:1]([C:3]([C:23]([O:25][CH2:26][CH3:27])=[O:24])=[CH:4][NH:5][NH:6][C:7]1[C:12]([C:13](OCC)=[O:14])=[CH:11][N:10]=[C:9]2[N:18]([CH2:21][CH3:22])[N:19]=[CH:20][C:8]=12)#[N:2].O>C(O)(=O)C.[Cl-].[Zn+2].[Cl-]>[CH2:21]([N:18]1[C:9]2[N:10]=[CH:11][C:12]3[C:13](=[O:14])[NH:2][C:1]4[N:6]([N:5]=[CH:4][C:3]=4[C:23]([O:25][CH2:26][CH3:27])=[O:24])[C:7]=3[C:8]=2[CH:20]=[N:19]1)[CH3:22] |f:3.4.5|. Reported procedure: 351 g of 4-[2-(2-cyano-3-ethoxy-3-oxo-1-propenyl)-hydrazino]-1-ethyl-1H-pyrazolo[3,4-b]pyridine-5-carboxylic acid, ethyl ester are heated in 2 liters of acetic acid containing 50 g of zinc chloride for 24 hours. After this time, the solution is cooled and 2 liters of cold water are added. The precipitated 8-ethyl-5,8-dihydro-5-oxo-4H-pyrazolo[1,5-a]pyrazolo[4',3':5,6]pyrido[3,4-e]pyrimidine-3-carboxylic acid, ethyl ester is filtered off and purified by dissolving in the theoretical amount of sod...